This data is from the Open Reaction Database (ORD), a public repository of structured organic reaction records. The task is: describe an organic reaction: reactants, conditions, products, and yield Starting materials: C(CCCCCCCCCCCCCCCCC)NCCCCCCCCCCCCCCCCCC (distearyl amine), C(=O)(Cl)Cl (phosgene). Solvent: C1(=CC=CC=C1)C (toluene). Reaction conditions: temperature 100 celsius. Yields the product C(CCCCCCCCCCCCCCCCC)N(C(=O)Cl)CCCCCCCCCCCCCCCCCC (Distearyl carbamoyl chloride). RXN SMILES: [CH2:1]([NH:19][CH2:20][CH2:21][CH2:22][CH2:23][CH2:24][CH2:25][CH2:26][CH2:27][CH2:28][CH2:29][CH2:30][CH2:31][CH2:32][CH2:33][CH2:34][CH2:35][CH2:36][CH3:37])[CH2:2][CH2:3][CH2:4][CH2:5][CH2:6][CH2:7][CH2:8][CH2:9][CH2:10][CH2:11][CH2:12][CH2:13][CH2:14][CH2:15][CH2:16][CH2:17][CH3:18].[C:38](Cl)([Cl:40])=[O:39]>C1(C)C=CC=CC=1>[CH2:20]([N:19]([CH2:1][CH2:2][CH2:3][CH2:4][CH2:5][CH2:6][CH2:7][CH2:8][CH2:9][CH2:10][CH2:11][CH2:12][CH2:13][CH2:14][CH2:15][CH2:16][CH2:17][CH3:18])[C:38]([Cl:40])=[O:39])[CH2:21][CH2:22][CH2:23][CH2:24][CH2:25][CH2:26][CH2:27][CH2:28][CH2:29][CH2:30][CH2:31][CH2:32][CH2:33][CH2:34][CH2:35][CH2:36][CH3:37]. Reported procedure: Distearyl carbamoyl chloride was prepared by charging 2.1 kg of toluene into a flask and then simultaneously adding 1.8kg of melted distearyl amine and 0.5 kg of phosgene under agitation at 55°-60°C. The temperature was then raised to 100°C. The reaction was carried out under slight vacuum and reflux. When the conversion was almost 100%, corresponding to a yield of about 1.8 kg distearyl carbamoyl chloride, toluene and phosgene were evaporated. Reactants: CCCc1cc2cc(OC)ccc2c(Oc2ccc(C=O)cc2)c1-c1ccccc1, CCOC(=O)CP(=O)(OCC)OCC, [Li]CCCC. Reaction SMILES: [CH3:1][O:2][c:3]1[cH:4][c:5]2[cH:6][c:7]([CH2:28][CH2:29][CH3:30])[c:8](-[c:22]3[cH:23][cH:24][cH:25][cH:26][cH:27]3)[c:9]([O:13][c:14]3[cH:15][cH:16][c:17]([CH:18]=[O:19])[cH:20][cH:21]3)[c:10]2[cH:11][cH:12]1.[CH3:31][CH2:32][O:33][C:34](=[O:35])[CH2:36][P:37]([O:38][CH2:39][CH3:40])([O:41][CH2:42][CH3:43])=[O:44].[CH3:45][CH2:46][CH2:47][CH2:48][Li:49]>>[CH3:1][O:2][c:3]1[cH:4][c:5]2[cH:6][c:7]([CH2:28][CH2:29][CH3:30])[c:8](-[c:22]3[cH:23][cH:24][cH:25][cH:26][cH:27]3)[c:9]([O:13][c:14]3[cH:15][cH:16][c:17]([CH:18]=[CH:36][C:34]([O:33][CH2:32][CH3:31])=[O:35])[cH:20][cH:21]3)[c:10]2[cH:11][cH:12]1. Yields the product CCCc1cc2cc(OC)ccc2c(Oc2ccc(C=CC(=O)OCC)cc2)c1-c1ccccc1. Solvent: CCCCCC (hexane), C(C)OCC (diethyl ether), C(C)(=O)OCC (ethyl acetate). The product is FC=1C=C(C=CC1)C(O)C1=NC=CC=C1F ((3-Fluorophenyl)-(3-fluoropyridin-2-yl)-methanol). Reactants: C(CCC)[Li] (n-butyllithium), FC=1C=C(C=O)C=CC1 (3-fluorobenzaldehyde), diazabicyclo[2.2.0]octane, [Cl-].[NH4+] (ammonium chloride), FC=1C=NC=CC1 (3-fluoropyridine). RXN SMILES: C([Li])CCC.[F:6][C:7]1[CH:8]=[N:9][CH:10]=[CH:11][CH:12]=1.[F:13][C:14]1[CH:15]=[C:16]([CH:19]=[CH:20][CH:21]=1)[CH:17]=[O:18].[Cl-].[NH4+]>C(OCC)C.CCCCCC.C(OCC)(=O)C>[F:13][C:14]1[CH:15]=[C:16]([CH:17]([C:8]2[C:7]([F:6])=[CH:12][CH:11]=[CH:10][N:9]=2)[OH:18])[CH:19]=[CH:20][CH:21]=1 |f:3.4|. Run at temperature -20 celsius, time 1 hour. Procedure details: Under nitrogen atmosphere, a solution of 9.75 g of diazabicyclo[2.2.0]octane in 150 mL of dehydrated diethyl ether was cooled to −40° C., added with 56 mL of 1.56 M n-butyllithium in hexane, and stirred at −20° C. for 1 hour. The solution was cooled to-60° C., added dropwise with 6.9 mL of 3-fluoropyridine, stirred at −60° C. for 1 hour, and added with 9.2 mL of 3-fluorobenzaldehyde. After stirring for 1 hour, aqueous ammonium chloride and ethyl acetate were successively added, and the mixture w...